This data is from the Open Reaction Database (ORD), a public repository of structured organic reaction records. The task is: describe an organic reaction: reactants, conditions, products, and yield The reactants are BrCCCBr, O=C([O-])[O-], CCC(C)=O, CCCc1c(O)ccc2c(C(F)(F)F)noc12, [K+], [K+]. Yields the product CCCc1c(OCCCBr)ccc2c(C(F)(F)F)noc12. RXN SMILES: [Br:18][CH2:19][CH2:20][CH2:21][Br:22].[C:23](=[O:24])([O-:25])[O-:26].[CH3:29][C:30](=[O:31])[CH2:32][CH3:33].[F:1][C:2]([c:3]1[n:4][o:5][c:6]2[c:7]1[cH:8][cH:9][c:10]([OH:15])[c:11]2[CH2:12][CH2:13][CH3:14])([F:16])[F:17].[K+:27].[K+:28]>>[F:1][C:2]([c:3]1[n:4][o:5][c:6]2[c:7]1[cH:8][cH:9][c:10]([O:15][CH2:21][CH2:20][CH2:19][Br:18])[c:11]2[CH2:12][CH2:13][CH3:14])([F:16])[F:17]. Reactants: OCC1=C(C=CC=C1)C(CC)O (1-hydroxymethyl-2-(1'-hydroxypropyl)benzene), C1(C=2C(C(=O)O1)=CC=CC2)=O (phthalic anhydride), CC(C(=O)O)C(=O)O (methylmalonic acid), OCC1=C(C=CC=C1)C(C)O (1-Hydroxymethyl-2-(1'-hydroxyethyl)benzene), O=C(CC)C1=C(C(=O)O)C=CC=C1 (2-(1'-oxopropyl)benzoic acid), Br (hydrogen bromide). Run in ClCCl (dichloromethane). Run at time 2 hour. The product is OCC1=C(C=CC=C1)C(C)Br (1-hydroxymethyl-2-(1'-bromoethyl)-benzene). Reaction SMILES: C1(=O)OC(=O)C2=CC=CC=C12.CC(C(O)=O)C(O)=O.O=[C:21]([C:24]1[CH:32]=[CH:31][CH:30]=[CH:29][C:25]=1[C:26](O)=[O:27])[CH2:22]C.OCC1C=CC=CC=1C(O)CC.OCC1C=CC=CC=1C(O)C.[BrH:56]>ClCCl>[OH:27][CH2:26][C:25]1[CH:29]=[CH:30][CH:31]=[CH:32][C:24]=1[CH:21]([Br:56])[CH3:22]. Procedure: Similarly prepared from phthalic anhydride and methylmalonic acid were 2-(1'-oxopropyl)benzoic acid and thence 1-hydroxymethyl-2-(1'-hydroxypropyl)benzene (both as oils). (b) (i) 1-Hydroxymethyl-2-(1'-hydroxyethyl)benzene (10 g) was dissolved in dichloromethane (200 ml) and was saturated with hydrogen bromide gas. The solution was stirred for 2 hr. and volatile materials were evaporated to give 1-hydroxymethyl-2-(1'-bromoethyl)-benzene as an oil. Thionyl chloride (30 ml) was added to the oil and... The reactants are CCOC(=O)CBr, CN(C)C=O, [H-], [Na+], O, Oc1ccc(C=Cc2cccc3cncn23)cc1. Product: CCOC(=O)COc1ccc(C=Cc2cccc3cncn23)cc1. As a reaction SMILES: [Br:21][CH2:22][C:23](=[O:24])[O:25][CH2:26][CH3:27].[CH3:29][N:30]([CH3:31])[CH:32]=[O:33].[H-:19].[Na+:20].[OH2:28].[OH:1][c:2]1[cH:3][cH:4][c:5]([CH:8]=[CH:9][c:10]2[cH:11][cH:12][cH:13][c:14]3[n:15]2[cH:16][n:17][cH:18]3)[cH:6][cH:7]1>>[O:1]([c:2]1[cH:3][cH:4][c:5]([CH:8]=[CH:9][c:10]2[cH:11][cH:12][cH:13][c:14]3[n:15]2[cH:16][n:17][cH:18]3)[cH:6][cH:7]1)[CH2:22][C:23](=[O:24])[O:25][CH2:26][CH3:27]. The reactants are C(C1=CC=CC=C1)N1CC(C(C1)=O)C(=O)OCC (1-benzyl-3-ethoxycarbonyl-4-pyrrolidone), Cl.NO (hydroxylamine hydrochloride), C([O-])([O-])=O.[Na+].[Na+] (sodium carbonate). The solvent is O (water), C(C)O (ethanol). Reaction conditions: time 6.5 hour. The product is C(C1=CC=CC=C1)N1CC(C(C1)=NO)C(=O)OCC (1-benzyl-3-ethoxycarbonyl-4-hydroxyiminopyrrolidine). Yield: 60.2%. As a reaction SMILES: [CH2:1]([N:8]1[CH2:12][C:11](=O)[CH:10]([C:14]([O:16][CH2:17][CH3:18])=[O:15])[CH2:9]1)[C:2]1[CH:7]=[CH:6][CH:5]=[CH:4][CH:3]=1.Cl.[NH2:20][OH:21].C(=O)([O-])[O-].[Na+].[Na+]>C(O)C.O>[CH2:1]([N:8]1[CH2:12][C:11](=[N:20][OH:21])[CH:10]([C:14]([O:16][CH2:17][CH3:18])=[O:15])[CH2:9]1)[C:2]1[CH:7]=[CH:6][CH:5]=[CH:4][CH:3]=1 |f:1.2,3.4.5|. Procedure: A solution of 24.7 g (0.1 mole) of 1-benzyl-3-ethoxycarbonyl-4-pyrrolidone in 135 ml of ethanol was added dropwise at room temperature to a solution of 34.7 g (0.5 mole) of hydroxylamine hydrochloride dissolved in 135 ml of water, and then 28.1 g (0.265 mole) of sodium carbonate were added to the mixture. The mixture was then stirred at room temperature for 6.5 hours, after which it was extracted with 300 ml of chloroform. The chloroform extract was washed with water and dried over anhydrous sod... Reactants: S1C(=CC=C1)C(=O)Cl (thiophene-2-carbonyl chloride), C[Si](C)(C)C(C(=O)[O-])(C(=O)[O-])[Si](C)(C)C (bis(trimethylsilyl)malonate), [Li]CCCC (n-BuLi), C(=O)(C(F)(F)F)O (TFA), crude material. Run in CCOCC (ether), C(C)(=O)OC(=C)C (isopropenyl acetate). Product: O=C(CC(=O)O)C=1SC=CC1 (3-oxo-3-thiophen-2-yl-propionic acid), CC1(OC(=CC(O1)=O)C=1SC=CC1)C (2,2-Dimethyl-6-thiophen-2-yl-[1,3]dioxin-4-one), solid. RXN SMILES: [S:1]1[CH:5]=[CH:4][CH:3]=[C:2]1[C:6](Cl)=[O:7].C[Si]([C:13]([Si](C)(C)C)(C([O-])=O)[C:14]([O-:16])=[O:15])(C)C.[Li][CH2:25][CH2:26][CH2:27]C.[C:29]([OH:35])([C:31](F)(F)F)=[O:30]>CCOCC.C(OC(C)=C)(=O)C>[O:7]=[C:6]([C:2]1[S:1][CH:5]=[CH:4][CH:3]=1)[CH2:13][C:14]([OH:16])=[O:15].[CH3:27][C:26]1([CH3:25])[O:35][C:29](=[O:30])[CH:31]=[C:6]([C:2]2[S:1][CH:5]=[CH:4][CH:3]=2)[O:7]1. Procedure details: The 3-oxo-3-thiophen-2-yl-propionic acid was prepared from thiophene-2-carbonyl chloride (5.3 mL, 50 mmol) and bis(trimethylsilyl)malonate (25.6 mL, 100 mmol) with n-BuLi (1.6M in hexane, 62.5 mL) in ether at −60° C. to 0° C. according to the general procedure H (method c2). The crude material (7.88 g) was transformed into the title compound by stirring in isopropenyl acetate and TFA according to the general procedure J (method a). Obtained as a yellow solid (4.09 g).